From a dataset of the Open Reaction Database (ORD), a public repository of structured organic reaction records. describe an organic reaction: reactants, conditions, products, and yield Reagents/catalysts: CC(=O)[O-].CC(=O)[O-].[Pd+2] (Pd(OAc)2). RXN SMILES: CC1C=CC(S(O[C:12]2[CH:21]=[CH:20][C:19]3[C:18](=[O:22])[CH2:17][CH2:16][CH2:15][C:14]=3[CH:13]=2)(=O)=O)=CC=1.[NH:23]1[C:32]2[C:27](=[CH:28][CH:29]=[CH:30][CH:31]=2)[CH2:26][CH2:25][CH2:24]1.C1C=CC(P(C2C(C3C(P(C4C=CC=CC=4)C4C=CC=CC=4)=CC=C4C=3C=CC=C4)=C3C(C=CC=C3)=CC=2)C2C=CC=CC=2)=CC=1.C([O-])([O-])=O.[Cs+].[Cs+]>C1COCC1.CC([O-])=O.CC([O-])=O.[Pd+2]>[N:23]1([C:12]2[CH:13]=[C:14]3[C:19](=[CH:20][CH:21]=2)[C:18](=[O:22])[CH2:17][CH2:16][CH2:15]3)[C:32]2[C:27](=[CH:28][CH:29]=[CH:30][CH:31]=2)[CH2:26][CH2:25][CH2:24]1 |f:3.4.5,7.8.9|. Run in C1CCOC1 (THF). Yield: 76.4%. Yields the product N1(CCCC2=CC=CC=C12)C=1C=C2CCCC(C2=CC1)=O (6-(1,2,3,4-tetrahydroquinolin-1-yl)-1,2,3,4-tetrahydronaphthalen-1-one). Reactants: CC1=CC=C(C=C1)S(=O)(=O)OC1=CC=2CCCC(C2C=C1)=O (5-oxo-5,6,7,8-tetrahydronaphthalen-2-yl 4-methylbenzene-1-sulfonate), N1CCCC2=CC=CC=C12 (1,2,3,4-tetrahydroquinoline), C=1C=CC(=CC1)P(C=2C=CC=CC2)C3=CC=C4C=CC=CC4=C3C5=C6C=CC=CC6=CC=C5P(C=7C=CC=CC7)C=8C=CC=CC8 (BINAP), C(=O)([O-])[O-].[Cs+].[Cs+] (Cs2CO3). Procedure: To a solution of 5-oxo-5,6,7,8-tetrahydronaphthalen-2-yl 4-methylbenzene-1-sulfonate (1.0 g, 3.4 mmol) in THF (20 mL) was added 1,2,3,4-tetrahydroquinoline (0.55 g, 4.1 mmol), Pd(OAc)2 (92 mg, 0.41 mmol), BINAP (383 mg, 0.61 mmol) and Cs2CO3 (1.7 g, 5.1 mmol). The mixture was heated to reflux under nitrogen overnight. The mixture was filtered and concentrated, and the residue was purified by silica gel chromatography (10% EtOAc/hexanes) to give 0.72 g (76%) of the title compound as a brown oil. ...